This data is from the Open Reaction Database (ORD), a public repository of structured organic reaction records. The task is: describe an organic reaction: reactants, conditions, products, and yield The reactants are CC(C)OC(Cc1cccc(CNC(=O)OC(C)(C)C)c1)C(=O)N1C(=O)OCC1Cc1ccccc1, [Li+], C1CCOC1, [OH-], O, OO. Yields the product CC(C)OC(Cc1cccc(CNC(=O)OC(C)(C)C)c1)C(=O)O. RXN SMILES: [C:1]([CH3:2])([CH3:3])([CH3:4])[O:5][C:6]([NH:7][CH2:8][c:9]1[cH:10][c:11]([CH2:15][CH:16]([C:17](=[O:18])[N:19]2[CH:20]([CH2:21][c:22]3[cH:23][cH:24][cH:25][cH:26][cH:27]3)[CH2:28][O:29][C:30]2=[O:31])[O:32][CH:33]([CH3:34])[CH3:35])[cH:12][cH:13][cH:14]1)=[O:36].[Li+:39].[O:42]1[CH2:43][CH2:44][CH2:45][CH2:46]1.[OH-:40].[OH2:41].[OH:37][OH:38]>>[C:1]([CH3:2])([CH3:3])([CH3:4])[O:5][C:6]([NH:7][CH2:8][c:9]1[cH:10][c:11]([CH2:15][CH:16]([C:17]([OH:18])=[O:37])[O:32][CH:33]([CH3:34])[CH3:35])[cH:12][cH:13][cH:14]1)=[O:36]. Yields the product C1=CC=CC=2C3=CC=CC=C3C(C12)CCO (2-(9-Fluorenyl) ethanol). Conditions: time 5 hour. The reactants are C1=CC=CC=2C3=CC=CC=C3CC12 (fluorene), CCOCC (ether), CCCCCC (hexane), C1CO1 (ethylene oxide). Solvent: C1CCOC1 (THF). RXN SMILES: [CH:1]1[C:13]2[CH2:12][C:11]3[C:6](=[CH:7][CH:8]=[CH:9][CH:10]=3)[C:5]=2[CH:4]=[CH:3][CH:2]=1.CCCCCC.[CH2:20]1[O:22][CH2:21]1.CCOCC>C1COCC1>[CH:1]1[C:13]2[CH:12]([CH2:20][CH2:21][OH:22])[C:11]3[C:6](=[CH:7][CH:8]=[CH:9][CH:10]=3)[C:5]=2[CH:4]=[CH:3][CH:2]=1. Procedure details: 2-(9-Fluorenyl) ethanol was prepared from a solution of fluorene (116.35 g, 0.7 mmol) in 800 ml of dry THF at -20° C. which was added n-Buli in hexane (0.7 mol) keeping the temperature below -10° C. To the clear solution was rapidly added 357 ml of 1.4M ethylene oxide in ether (0.5 mol) keeping the temperature below 5° C. The reaction mixture was stirred for 5 hours, then quenched with 50 ml of saturated ammonium chloride solution. The THF was removed at a rotary evaporator. The residue was part...